Dataset: the Open Reaction Database (ORD), a public repository of structured organic reaction records. Task: describe an organic reaction: reactants, conditions, products, and yield Starting materials: C1(=CC=CC=C1)S(=O)(=O)N1C2=C(C3=CC(=CC=C13)C1=CC=C(C=C1)N1CCN(CC1)C)C(=CC=N2)C#CC2=CC=CC=C2 (9-Benzenesulfonyl-6-[4-(4-methylpiperazin-1-yl)-phenyl]-4-phenylethynyl-9H-pyrido[2,3-b]indole). Run in CO (MeOH). The product is CN1CCN(CC1)C1=CC=C(C=C1)C=1C=C2C3=C(NC2=CC1)N=CC=C3C#CC3=CC=CC=C3 (6-[4-(4-Methylpiperazin-1-yl)-phenyl]-4-phenylethynyl-9H-pyrido[2,3-b]indole). Isolated yield 81.0%. RXN SMILES: C1(S([N:10]2[C:18]3[C:13](=[CH:14][C:15]([C:19]4[CH:24]=[CH:23][C:22]([N:25]5[CH2:30][CH2:29][N:28]([CH3:31])[CH2:27][CH2:26]5)=[CH:21][CH:20]=4)=[CH:16][CH:17]=3)[C:12]3[C:32]([C:36]#[C:37][C:38]4[CH:43]=[CH:42][CH:41]=[CH:40][CH:39]=4)=[CH:33][CH:34]=[N:35][C:11]2=3)(=O)=O)C=CC=CC=1>CO>[CH3:31][N:28]1[CH2:27][CH2:26][N:25]([C:22]2[CH:21]=[CH:20][C:19]([C:15]3[CH:14]=[C:13]4[C:18](=[CH:17][CH:16]=3)[NH:10][C:11]3[N:35]=[CH:34][CH:33]=[C:32]([C:36]#[C:37][C:38]5[CH:43]=[CH:42][CH:41]=[CH:40][CH:39]=5)[C:12]4=3)=[CH:24][CH:23]=2)[CH2:30][CH2:29]1. Procedure details: 9-Benzenesulfonyl-6-[4-(4-methylpiperazin-1-yl)-phenyl]-4-phenylethynyl-9H-pyrido[2,3-b]indole underwent typical procedure A. The trituration procedure in MeOH afforded the desired compound in 81% yield as a brown solid. 1H-NMR (300 MHz, DMSO) δ=12.07 (s, 1H), 8.69 (d, J=2.2 Hz, 1H), 8.46 (d, J=5.1 Hz, 1H), 7.82-7.74 (m, 3H), 7.63-7.54 (m, 6H), 7.34 (d, J=5.1 Hz, 1H), 7.04 (d, J=8.7 Hz, 2H), 3.23-3.14 (m, 4H), 2.49-2.44 (m, 4H), 2.24 (s, 3H). 13C-NMR (101 MHz, DMSO) δ=152.27 (Cq), 149.85 (Cq), 1... The reactants are C1C(=CC2=C1C1=CC=CC=C1C=1C=CC=CC21)[Si](Cl)(C)C ((1H-cyclopenta[1]phenanthrene-2-yl)dimethylchlorosilane), C(C)(C)(C)N (t-butylamine). Solvent: CCCCCC (hexane). Product: C1C(=CC2=C1C1=CC=CC=C1C=1C=CC=CC21)[Si](NC(C)(C)C)(C)C ((1 H-cyclopenta[1]phenanthrene-2-yl)dimethyl(t-butylamino)silane). RXN SMILES: [CH2:1]1[C:5]2[C:6]3[C:11]([C:12]4[CH:13]=[CH:14][CH:15]=[CH:16][C:17]=4[C:4]=2[CH:3]=[C:2]1[Si:18]([CH3:21])([CH3:20])Cl)=[CH:10][CH:9]=[CH:8][CH:7]=3.[C:22]([NH2:26])([CH3:25])([CH3:24])[CH3:23]>CCCCCC>[CH2:1]1[C:5]2[C:6]3[C:11]([C:12]4[CH:13]=[CH:14][CH:15]=[CH:16][C:17]=4[C:4]=2[CH:3]=[C:2]1[Si:18]([CH3:21])([CH3:20])[NH:26][C:22]([CH3:25])([CH3:24])[CH3:23])=[CH:10][CH:9]=[CH:8][CH:7]=3. Procedure: To a 500 ml round bottom flask containing 1.98 g (0.0064 mole) of (1H-cyclopenta[1]phenanthrene-2-yl)dimethylchlorosilane and 250 ml of hexane was added 2.00 ml (0.0160 mole) of t-butylamine. The reaction mixture was allowed to stir for several days, then filtered using diatomaceous earth filter aid (Celite™), washed twice with hexane. The product was isolated by removing residual solvent under reduced pressure. The isolated yield was 1.98 g (88.9 percent). Reactants: ClC=1C=C(C2=C(C(OC(=N2)C2=CC(=NN2C2=NC=CC=C2Cl)C(F)(F)F)=O)C1)C (6-chloro-2-[1-(3-chloro-2-pyridinyl)-3-(trifluoromethyl)-1H-pyrazol-5-yl]-8-methyl-4H-3,1-benzoxazin-4-one), NC1(CSC1)C (3-amino-3-methyl-thietane), NC1(CSC1)C (3-amino-3-methyl-thietane), O (water). Solvent: O1CCCC1 (tetrahydrofuran). Run at temperature 50 celsius. Yields the product ClC1=CC(=C(C(=C1)C(NC1(CSC1)C)=O)NC(=O)C=1N(N=C(C1)C(F)(F)F)C1=NC=CC=C1Cl)C (2-(3-Chloro-pyridin-2-yl)-5-trifluoromethyl-2H-pyrazole-3-carboxylic acid [4-chloro-2-methyl-6-(3-methyl-thietan-3-ylcarbamoyl)-phenyl]-amide). Yield: 40.0%. RXN SMILES: [Cl:1][C:2]1[CH:3]=[C:4]([CH3:29])[C:5]2[N:10]=[C:9]([C:11]3[N:15]([C:16]4[C:21]([Cl:22])=[CH:20][CH:19]=[CH:18][N:17]=4)[N:14]=[C:13]([C:23]([F:26])([F:25])[F:24])[CH:12]=3)[O:8][C:7](=[O:27])[C:6]=2[CH:28]=1.[NH2:30][C:31]1([CH3:35])[CH2:34][S:33][CH2:32]1.O>O1CCCC1>[Cl:1][C:2]1[CH:28]=[C:6]([C:7](=[O:27])[NH:30][C:31]2([CH3:35])[CH2:34][S:33][CH2:32]2)[C:5]([NH:10][C:9]([C:11]2[N:15]([C:16]3[C:21]([Cl:22])=[CH:20][CH:19]=[CH:18][N:17]=3)[N:14]=[C:13]([C:23]([F:26])([F:25])[F:24])[CH:12]=2)=[O:8])=[C:4]([CH3:29])[CH:3]=1. Reported procedure: To a solution of 6-chloro-2-[1-(3-chloro-2-pyridinyl)-3-(trifluoromethyl)-1H-pyrazol-5-yl]-8-methyl-4H-3,1-benzoxazin-4-one (1.13 g, 2.56 mmol) (prepared according to WO 02/48115, example 2D) in tetrahydrofuran (15 ml) is added 3-amino-3-methyl-thietane (the product of step 3) (0.66 g, 6.40 mmol), and the mixture is heated for 48 hours at 50° C., then to reflux for 12 hours. The cooled reaction mixture is poured into water, extracted with ethyl acetate, the combined organic layers washed with wa... Starting materials: Cc1cc(CO)cc2c1CCCC2, ClCCl, O=S(Cl)Cl. Product: Cc1cc(CCl)cc2c1CCCC2. Reaction SMILES: [CH3:1][c:2]1[cH:3][c:4]([CH2:12][OH:13])[cH:5][c:6]2[c:11]1[CH2:10][CH2:9][CH2:8][CH2:7]2.[Cl:18][CH2:19][Cl:20].[S:14]([Cl:15])([Cl:16])=[O:17]>>[CH3:1][c:2]1[cH:3][c:4]([CH2:12][Cl:16])[cH:5][c:6]2[c:11]1[CH2:10][CH2:9][CH2:8][CH2:7]2. Reactants: O=C([O-])[O-], ClC(Cl)Cl, CN1CCC2(CC1)CN(c1ccccc1[N+](=O)[O-])c1cc(Cl)ccc12, [K+], [K+], N#CBr. Yields the product N#CN1CCC2(CC1)CN(c1ccccc1[N+](=O)[O-])c1cc(Cl)ccc12. Reaction SMILES: [C:29](=[O:30])([O-:31])[O-:32].[CH:35]([Cl:36])([Cl:37])[Cl:38].[Cl:1][c:2]1[cH:3][cH:4][c:5]2[c:9]([cH:10]1)[N:8]([c:11]1[c:12]([N+:17](=[O:18])[O-:19])[cH:13][cH:14][cH:15][cH:16]1)[CH2:7][C:6]21[CH2:20][CH2:21][N:22]([CH3:25])[CH2:23][CH2:24]1.[K+:33].[K+:34].[N:26]#[C:27][Br:28]>>[Cl:1][c:2]1[cH:3][cH:4][c:5]2[c:9]([cH:10]1)[N:8]([c:11]1[c:12]([N+:17](=[O:18])[O-:19])[cH:13][cH:14][cH:15][cH:16]1)[CH2:7][C:6]21[CH2:20][CH2:21][N:22]([C:25]#[N:26])[CH2:23][CH2:24]1. The reactants are Cc1cc(-c2ccncc2)cc(C)c1Oc1nc(N(C(=O)OC(C)(C)C)c2ccc(C#N)cc2)nc2ccn(C)c12, O=C(O)C(F)(F)F. The product is Cc1cc(-c2ccncc2)cc(C)c1Oc1nc(Nc2ccc(C#N)cc2)nc2ccn(C)c12. RXN SMILES: [CH3:1][c:2]1[c:3]([O:4][c:5]2[c:6]3[c:7]([n:8][c:9]([N:11]([C:12](=[O:13])[O:14][C:15]([CH3:16])([CH3:17])[CH3:18])[c:19]4[cH:20][cH:21][c:22]([C:25]#[N:26])[cH:23][cH:24]4)[n:10]2)[cH:27][cH:28][n:29]3[CH3:30])[c:31]([CH3:41])[cH:32][c:33](-[c:35]2[cH:36][cH:37][n:38][cH:39][cH:40]2)[cH:34]1.[F:42][C:43]([F:44])([F:45])[C:46]([OH:47])=[O:48]>>[CH3:1][c:2]1[c:3]([O:4][c:5]2[c:6]3[c:7]([n:8][c:9]([NH:11][c:19]4[cH:20][cH:21][c:22]([C:25]#[N:26])[cH:23][cH:24]4)[n:10]2)[cH:27][cH:28][n:29]3[CH3:30])[c:31]([CH3:41])[cH:32][c:33](-[c:35]2[cH:36][cH:37][n:38][cH:39][cH:40]2)[cH:34]1. Starting materials: N (ammonia), ClC=1C(=NC(=NC1)SC)C(=O)Cl (5-chloro-2-(methylsulfanyl)pyrimidine-4-carbonyl chloride), O (water). Solvent: CO (methanol), O1CCOCC1 (dioxane). Run at temperature 5 celsius, time 15 hour. The product is ClC=1C(=NC(=NC1)SC)C(=O)N (5-chloro-2-(methylsulfanyl)pyrimidine-4-carboxamide). Yield: 53.0%. RXN SMILES: [Cl:1][C:2]1[C:3]([C:10](Cl)=[O:11])=[N:4][C:5]([S:8][CH3:9])=[N:6][CH:7]=1.[NH3:13].O>O1CCOCC1.CO>[Cl:1][C:2]1[C:3]([C:10]([NH2:13])=[O:11])=[N:4][C:5]([S:8][CH3:9])=[N:6][CH:7]=1. Procedure: 15 g (67.2 mmol) of 5-chloro-2-(methylsulfanyl)pyrimidine-4-carbonyl chloride are dissolved in 35 ml of dioxane and cooled to 5° C. 57.3 g (0.4 mol) of 7N ammonia in methanol (about 12% strength solution) are slowly added dropwise to the cooled solution. During the addition, the reaction temperature was kept below 15° C. After the dropwise addition had ended, the reaction mixture was allowed to warm to room temperature and stirred for about 15 hours. The mixture was then added to water and the p... The reactants are ClC1=CC=C2C=C(NC2=C1F)C(=O)OC (methyl 6-chloro-7-fluoroindole-2-carboxylate), [OH-].[Na+] (sodium hydroxide). Yield: 98.3%. The product is ClC1=CC=C2C=C(NC2=C1F)C(=O)O (6-Chloro-7-fluoroindole-2-carboxylic Acid). RXN SMILES: [Cl:1][C:2]1[C:10]([F:11])=[C:9]2[C:5]([CH:6]=[C:7]([C:12]([O:14]C)=[O:13])[NH:8]2)=[CH:4][CH:3]=1.[OH-].[Na+]>O1CCCC1>[Cl:1][C:2]1[C:10]([F:11])=[C:9]2[C:5]([CH:6]=[C:7]([C:12]([OH:14])=[O:13])[NH:8]2)=[CH:4][CH:3]=1 |f:1.2|. Reported procedure: A stirred solution of methyl 6-chloro-7-fluoroindole-2-carboxylate (2.3 g, 10 mmol), tetrahydrofuran (20 mL) and aqueous sodium hydroxide solution (2 N, 20 mL) was heated under reflux for 16 h. The mixture was cooled to room temperature and partitioned between aqueous sulfiuric acid (2 M, 30 mL) and ethyl acetate (3×30 mL). The combined organic extracts were dried (magnesium sulfate) and concentrated in vacuo to give the product (2.1 g, 98% yield) as a white solid: IR νmax (Nujol)/cm−1 1681, 155... The solvent is O1CCCC1 (tetrahydrofuran). Starting materials: ClC1=CC(=NC2=CC(=CC=C12)CO)C ((4-Chloro-2-methyl-quinolin-7-yl)-methanol), N1CCCC1 (pyrrolidine). Product: CC1=NC2=CC(=CC=C2C(=C1)N1CCCC1)C(=O)N1CCCC1 ((2-Methyl-4-pyrrolidin-1-yl-quinolin-7-yl)-pyrrolidin-1-yl-methanone). Isolated yield 54.0%. Reaction SMILES: Cl[C:2]1[C:11]2[C:6](=[CH:7][C:8]([CH2:12][OH:13])=[CH:9][CH:10]=2)[N:5]=[C:4]([CH3:14])[CH:3]=1.[NH:15]1[CH2:19][CH2:18][CH2:17][CH2:16]1>>[CH3:14][C:4]1[CH:3]=[C:2]([N:15]2[CH2:19][CH2:18][CH2:17][CH2:16]2)[C:11]2[C:6](=[CH:7][C:8]([C:12]([N:15]3[CH2:19][CH2:18][CH2:17][CH2:16]3)=[O:13])=[CH:9][CH:10]=2)[N:5]=1. Reported procedure: (4-Chloro-2-methyl-quinolin-7-yl)-methanol (example 2, 200 mg, 0.80 mmol) was heated in pyrrolidine (2 mL) at 70° C. for 48 h. After cooling the reaction mixture was partitioned between sat. aq. ammonium chloride solution and dichloromethane. The organic layer was separated, dried (MgSO4), and evaporated. Chromatography (SiO2, CH2Cl2/MeOH 19:1) afforded the title compound (134 mg, 54%). Light yellow solid, ISP-MS: m/e=310.3 ([M+H]+).